This data is from the Open Reaction Database (ORD), a public repository of structured organic reaction records. The task is: describe an organic reaction: reactants, conditions, products, and yield Reactants: ClC=1N=CC=C2C(C=CNC12)=O (8-chloro-1,7-naphthyridin-4(1H)-one), ClC1=CC=NC2=C(N=CC=C12)C1=CC(=C(C#N)C=C1)NCC (4-(4-chloro-1,7-naphthyridin-8-yl)-2-(ethylamino)benzonitrile), Cl.N1C=NC(=C1)C=1C=NN(C1)C (4-(1H-imidazol-4-yl)-1-methyl-1H-pyrazole hydrochloride), C([O-])([O-])=O.[K+].[K+] (potassium carbonate), C(#N)C1=C(C=C(C=C1)B1OC(C)(C)C(C)(C)O1)NCC (4-cyano-3-(ethylamino)phenylboronic acid pinacol ester). Reagents/catalysts: [Cu]=O (copper(II) oxide). Run in CN(C)C=O (DMF). Run at temperature 125 celsius, time 8 hour. Yields the product C(C)NC1=C(C#N)C=CC(=C1)C=1N=CC=C2C(=CC=NC12)N1C=NC(=C1)C=1C=NN(C1)C (2-(ethylamino)-4-(4-(4-(1-methyl-1H-pyrazol-4-yl)-1H-imidazol-1-yl)-1,7-naphthyridin-8yl)benzonitrile). RXN SMILES: ClC1N=CC=C2C=1NC=CC2=O.C(C1C=CC(B2OC(C)(C)C(C)(C)O2)=CC=1NCC)#N.Cl[C:34]1[C:43]2[C:38](=[C:39]([C:44]3[CH:51]=[CH:50][C:47]([C:48]#[N:49])=[C:46]([NH:52][CH2:53][CH3:54])[CH:45]=3)[N:40]=[CH:41][CH:42]=2)[N:37]=[CH:36][CH:35]=1.Cl.[NH:56]1[CH:60]=[C:59]([C:61]2[CH:62]=[N:63][N:64]([CH3:66])[CH:65]=2)[N:58]=[CH:57]1.C(=O)([O-])[O-].[K+].[K+]>CN(C=O)C.[Cu]=O>[CH2:53]([NH:52][C:46]1[CH:45]=[C:44]([C:39]2[N:40]=[CH:41][CH:42]=[C:43]3[C:38]=2[N:37]=[CH:36][CH:35]=[C:34]3[N:56]2[CH:60]=[C:59]([C:61]3[CH:62]=[N:63][N:64]([CH3:66])[CH:65]=3)[N:58]=[CH:57]2)[CH:51]=[CH:50][C:47]=1[C:48]#[N:49])[CH3:54] |f:3.4,5.6.7|. Procedure: A suspension of 3-amino-2-chloropyridine (17.6 g) and 5-(methoxymethylene)-2,2-dimethyl-1,3-dioxane-4,6-dione (25.5 g) in isopropanol (274 ml) was heated to reflux for 5 minutes. After cooling, the deposit was filtrated to obtain 5-((2-chloropyridin-3-ylamino)methylene)-2,2-dimethyl-1,3-dioxane-4,6-dione (34.8 g). The obtained 5-((2-chloropyridin-3-ylamino)methylene)-2,2-dimethyl-1,3-dioxane-4,6-di one (8.2 g) was gradually added to Dowtherm heated to 220° C., and the mixture was heated at 220° ... Starting materials: C(C1=CC=CC=C1)(C1=CC=CC=C1)O (benzhydrol), ClCCCCCCO (6-chloro-1-hexanol). Yields the product C1(=CC=CC=C1)C(OCCCCCCCl)C1=CC=CC=C1 (6-(Dipenylmethoxy)hexyl chloride). The yield is 88.0%. RXN SMILES: [CH:1]([OH:14])([C:8]1[CH:13]=[CH:12][CH:11]=[CH:10][CH:9]=1)[C:2]1[CH:7]=[CH:6][CH:5]=[CH:4][CH:3]=1.[Cl:15][CH2:16][CH2:17][CH2:18][CH2:19][CH2:20][CH2:21]O>>[C:2]1([CH:1]([C:8]2[CH:9]=[CH:10][CH:11]=[CH:12][CH:13]=2)[O:14][CH2:21][CH2:20][CH2:19][CH2:18][CH2:17][CH2:16][Cl:15])[CH:7]=[CH:6][CH:5]=[CH:4][CH:3]=1. Reported procedure: Using benzhydrol and 6-chloro-1-hexanol, the procedure of Reference Example 15 was otherwise repeated to provided the title compound. Yield 88%. Oil. The reactants are COC1=CC=C2C(C(C3=C(OC4(CCNCC4)CS3)C2=C1)=O)=O (9-methoxyspiro[naphtho[1,2-b][1,4]oxathiine-2,4′-piperidine]-5,6-dione), C(C1=CC=CC=C1)[C@H]1OC1 ((2R)-2-benzyloxirane). Product: O[C@@H](CN1CCC2(CC1)CSC1=C(O2)C2=CC(=CC=C2C(C1=O)=O)OC)CC1=CC=CC=C1 (1′-[(2R)-2-hydroxy-3-phenylpropyl]-9-methoxyspiro[naphtho[1,2-b][1,4]oxathiine-2,4′-piperidine]-5,6-dione). Reaction SMILES: [CH3:1][O:2][C:3]1[CH:21]=[C:20]2[C:6]([C:7](=[O:23])[C:8](=[O:22])[C:9]3[S:19][CH2:18][C:12]4([CH2:17][CH2:16][NH:15][CH2:14][CH2:13]4)[O:11][C:10]=32)=[CH:5][CH:4]=1.[CH2:24]([C@@H:31]1[CH2:33][O:32]1)[C:25]1[CH:30]=[CH:29][CH:28]=[CH:27][CH:26]=1>>[OH:32][C@H:31]([CH2:24][C:25]1[CH:30]=[CH:29][CH:28]=[CH:27][CH:26]=1)[CH2:33][N:15]1[CH2:16][CH2:17][C:12]2([O:11][C:10]3[C:20]4[C:6]([C:7](=[O:23])[C:8](=[O:22])[C:9]=3[S:19][CH2:18]2)=[CH:5][CH:4]=[C:3]([O:2][CH3:1])[CH:21]=4)[CH2:13][CH2:14]1. Procedure: Compound 208 was synthesized using 9-methoxyspiro[naphtho[1,2-b][1,4]oxathiine-2,4′-piperidine]-5,6-dione, (2R)-2-benzyloxirane using conditions outlined in procedure Y. M.p.=106° C.; 400 MHz 1H NMR (DMSO-d6) δ: 7.88 (d, J=8.8 Hz, 1H), 7.08-7.28 (m, 7H), 4.50 (brs, 1H), 3.93 (brs, 4H), 3.07 (s, 2H), 2.76 (m, 4H), 2.60 (m, 2H), 2.33 (m, 2H), 1.95 (m, 2H), 1.83 (m, 2H); LCMS: 466 [M+H]; Starting materials: C(C(=O)O)(=O)O (oxalic acid), alkylsilane alkylene oxide, resole resin, C(CO)O (ethylene glycol), O (water), Cl (hydrochloric acid), ClC(C(F)(F)F)(Cl)Cl (1,1,1,-trichloro-2,2,2-trifluoroethane). Reagents/catalysts: C1(=CC=CC=C1)O (phenol), C=O (formaldehyde), [OH-].[Na+] (sodium hydroxide). Run at temperature 65 celsius. Product: C1(=CC=CC=C1)O.C=O (phenol formaldehyde). Reaction SMILES: [C:1]([OH:6])(=O)[C:2](O)=[O:3].O.Cl.Cl[C:10](Cl)(Cl)[C:11](F)(F)F.[CH2:17](O)[CH2:18]O>C1(O)C=CC=CC=1.C=O.[OH-].[Na+]>[C:1]1([OH:6])[CH:2]=[CH:11][CH:10]=[CH:18][CH:17]=1.[CH2:2]=[O:3] |f:7.8,9.10|. Reported procedure: A phenol/formaldehyde resole resin is prepared in the following manner: a charge of 188 grams (2 mols) of phenol, 243 grams of aqueous 37 weight percent (3 mols) of formaldehyde solution and 1.88 grams of flake sodium hydroxide as catalyst, is placed in a glass reaction vessel equipped with a reflux condenser and stirrer. The mixture is stirred and heated at 65° C for 6 hours, then neutralized to a pH of about 7.0 with oxalic acid. The neutralized mixture is stirred and heated under reduced pres...